Dataset: the Open Reaction Database (ORD), a public repository of structured organic reaction records. Task: describe an organic reaction: reactants, conditions, products, and yield Reactants: C(C)(C)(C)OC(NC(C(CC(C(C)C)C(NC1=NC=C(C=C1)F)=O)O)CC(C(C)C)CC=1C=C2C(=CN(C2=CC1)C)CCCOC)=O ((4-(5-fluoro-pyridin-2-ylcarbamoyl)-2-hydroxy-1-{2-[3-(3-methoxypropyl)-1-methyl-1H-indol-5-ylmethyl]-3-methyl-butyl}-5-methyl-hexyl)carbamic acid tert-butyl ester), FC(C(=O)O)(F)F (trifluoroacetic acid). Solvent: ClCCl (dichloromethane). Run at temperature 0 celsius, time 1 hour. The product is FC=1C=CC(=NC1)NC(C(CC(C(CC(C(C)C)CC=1C=C2C(=CN(C2=CC1)C)CCCOC)N)O)C(C)C)=O (5-Amino-4-hydroxy-2-isopropyl-7-[3-(3-methoxy-propyl)-1-methyl-1H-indol-5-ylmethyl]-8-methyl-nonanoic acid (5-fluoro-pyridin-2-yl)-amide), SiO2. Reaction SMILES: C(OC(=O)[NH:7][CH:8]([CH2:26][CH:27]([CH2:31][C:32]1[CH:33]=[C:34]2[C:38](=[CH:39][CH:40]=1)[N:37]([CH3:41])[CH:36]=[C:35]2[CH2:42][CH2:43][CH2:44][O:45][CH3:46])[CH:28]([CH3:30])[CH3:29])[CH:9]([OH:25])[CH2:10][CH:11]([C:15](=[O:24])[NH:16][C:17]1[CH:22]=[CH:21][C:20]([F:23])=[CH:19][N:18]=1)[CH:12]([CH3:14])[CH3:13])(C)(C)C.FC(F)(F)C(O)=O>ClCCl>[F:23][C:20]1[CH:21]=[CH:22][C:17]([NH:16][C:15](=[O:24])[CH:11]([CH:12]([CH3:14])[CH3:13])[CH2:10][CH:9]([OH:25])[CH:8]([NH2:7])[CH2:26][CH:27]([CH2:31][C:32]2[CH:33]=[C:34]3[C:38](=[CH:39][CH:40]=2)[N:37]([CH3:41])[CH:36]=[C:35]3[CH2:42][CH2:43][CH2:44][O:45][CH3:46])[CH:28]([CH3:30])[CH3:29])=[N:18][CH:19]=1. Procedure: To the solution of 0.090 g (4-(5-fluoro-pyridin-2-ylcarbamoyl)-2-hydroxy-1-{2-[3-(3-methoxypropyl)-1-methyl-1H-indol-5-ylmethyl]-3-methyl-butyl}-5-methyl-hexyl)carbamic acid tert-butyl ester in 2.4 ml dichloromethane are added 1.2 ml trifluoroacetic acid at 0° C. The reaction mixture is stirred at 0° C. for 1 hour and then concentrated by evaporation. The title compound is obtained as a beige foam from the residue by means of flash chromatography (SiO2 60 F). Rf=0.35 (200:20:1 dichloromethane-me...